Dataset: the Open Reaction Database (ORD), a public repository of structured organic reaction records. Task: describe an organic reaction: reactants, conditions, products, and yield Starting materials: CC(=O)Cn1cnc2[nH]c(=O)n(CC3CC3)c(=O)c21, BrC1CCCC1. The product is CC(=O)Cn1cnc2c1c(=O)n(CC1CC1)c(=O)n2C1CCCC1. Reaction SMILES: [CH:1]1([CH2:4][n:5]2[c:6](=[O:7])[nH:8][c:9]3[n:10][cH:11][n:12]([CH2:16][C:17]([CH3:18])=[O:19])[c:13]3[c:14]2=[O:15])[CH2:2][CH2:3]1.[CH:20]1([Br:25])[CH2:21][CH2:22][CH2:23][CH2:24]1>>[CH:1]1([CH2:4][n:5]2[c:6](=[O:7])[n:8]([CH:20]3[CH2:21][CH2:22][CH2:23][CH2:24]3)[c:9]3[n:10][cH:11][n:12]([CH2:16][C:17]([CH3:18])=[O:19])[c:13]3[c:14]2=[O:15])[CH2:2][CH2:3]1. Reaction SMILES: [CH3:25][O:26][c:27]1[cH:28][c:29]([B:44]([OH:45])[OH:46])[cH:30][cH:31][c:32]1[NH:33][C:34]([CH2:35][CH2:36][c:37]1[cH:38][cH:39][cH:40][cH:41][cH:42]1)=[O:43].[CH3:53][O:54][CH2:55][CH2:56][O:57][CH3:58].[I:1][c:2]1[n:3][n:4]([CH:12]2[CH2:13][CH2:14][CH:15]([N:18]3[CH2:19][CH2:20][N:21]([CH3:24])[CH2:22][CH2:23]3)[CH2:16][CH2:17]2)[c:5]2[n:6][cH:7][n:8][c:9]([NH2:11])[c:10]12.[Na+:47].[Na+:48].[O-:49][C:50](=[O:51])[O-:52].[OH2:59].[cH:60]1[cH:61][cH:62][c:63]([P:64]([Pd:65]([P:66]([c:67]2[cH:68][cH:69][cH:70][cH:71][cH:72]2)([c:73]2[cH:74][cH:75][cH:76][cH:77][cH:78]2)[c:79]2[cH:80][cH:81][cH:82][cH:83][cH:84]2)([P:85]([c:86]2[cH:87][cH:88][cH:89][cH:90][cH:91]2)([c:92]2[cH:93][cH:94][cH:95][cH:96][cH:97]2)[c:98]2[cH:99][cH:100][cH:101][cH:102][cH:103]2)[P:104]([c:105]2[cH:106][cH:107][cH:108][cH:109][cH:110]2)([c:111]2[cH:112][cH:113][cH:114][cH:115][cH:116]2)[c:117]2[cH:118][cH:119][cH:120][cH:121][cH:122]2)([c:123]2[cH:124][cH:125][cH:126][cH:127][cH:128]2)[c:129]2[cH:130][cH:131][cH:132][cH:133][cH:134]2)[cH:135][cH:136]1>>[c:2]1(-[c:29]2[cH:28][c:27]([O:26][CH3:25])[c:32]([NH:33][C:34]([CH2:35][CH2:36][c:37]3[cH:38][cH:39][cH:40][cH:41][cH:42]3)=[O:43])[cH:31][cH:30]2)[n:3][n:4]([CH:12]2[CH2:13][CH2:14][CH:15]([N:18]3[CH2:19][CH2:20][N:21]([CH3:24])[CH2:22][CH2:23]3)[CH2:16][CH2:17]2)[c:5]2[n:6][cH:7][n:8][c:9]([NH2:11])[c:10]12. Product: COc1cc(-c2nn(C3CCC(N4CCN(C)CC4)CC3)c3ncnc(N)c23)ccc1NC(=O)CCc1ccccc1. Starting materials: COc1cc(B(O)O)ccc1NC(=O)CCc1ccccc1, COCCOC, CN1CCN(C2CCC(n3nc(I)c4c(N)ncnc43)CC2)CC1, [Na+], [Na+], O=C([O-])[O-], O, c1ccc(P(c2ccccc2)(c2ccccc2)[Pd](P(c2ccccc2)(c2ccccc2)c2ccccc2)(P(c2ccccc2)(c2ccccc2)c2ccccc2)P(c2ccccc2)(c2ccccc2)c2ccccc2)cc1. Reactants: CC(=O)SCCBr, CN(C)CCC(O)(C(=O)O)P(=O)(O)O, CCO, [Na+], [OH-], O. Yields the product [Br-], CC(=O)SCC[N+](C)(C)CCC(O)(C(=O)O)P(=O)(O)O. As a reaction SMILES: [C:17]([CH3:18])(=[O:19])[S:20][CH2:21][CH2:22][Br:23].[CH3:1][N:2]([CH3:3])[CH2:4][CH2:5][C:6]([C:7](=[O:8])[OH:9])([P:10](=[O:11])([OH:12])[OH:13])[OH:14].[CH3:25][CH2:26][OH:27].[Na+:16].[OH-:15].[OH2:24]>>[Br-:23].[CH3:1][N+:2]([CH3:3])([CH2:4][CH2:5][C:6]([C:7](=[O:8])[OH:9])([P:10](=[O:11])([OH:12])[OH:13])[OH:14])[CH2:22][CH2:21][S:20][C:17]([CH3:18])=[O:19].